This data is from the Open Reaction Database (ORD), a public repository of structured organic reaction records. The task is: describe an organic reaction: reactants, conditions, products, and yield The reactants are [BH4-].[Na+] (sodium borohydride), [BH4-].[Na+] (sodium borohydride), nitro, CN(CCN1C(C=CC(=C1)C1=CC2=NC=CC(=C2S1)OC1=C(C=C(C=C1)[N+](=O)[O-])F)=O)C (1-(2-(Dimethylamino)ethyl)-5-(7-(2-fluoro-4-nitrophenoxy)thieno[3,2-b]pyridin-2-yl)pyridin-2(1H)-one). The reagents and catalysts are O.O.O.O.O.O.[Ni](Cl)Cl (nickel chloride hexahydrate), O.O.O.O.O.O.[Ni](Cl)Cl (nickel chloride hexahydrate). The solvent is CO (methanol), C1CCOC1 (THF). Conditions: time 5 hour. Yields the product NC1=CC(=C(OC2=C3C(=NC=C2)C=C(S3)C=3C=CC(N(C3)CCN(C)C)=O)C=C1)F (5-(7-(4-Amino-2-fluorophenoxy)thieno[3,2-b]pyridin-2-yl)-1-(2-(dimethylamino)ethyl)pyridin-2(1H)-one). Isolated yield 27.0%. As a reaction SMILES: [CH3:1][N:2]([CH3:32])[CH2:3][CH2:4][N:5]1[CH:10]=[C:9]([C:11]2[S:19][C:18]3[C:13](=[N:14][CH:15]=[CH:16][C:17]=3[O:20][C:21]3[CH:26]=[CH:25][C:24]([N+:27]([O-])=O)=[CH:23][C:22]=3[F:30])[CH:12]=2)[CH:8]=[CH:7][C:6]1=[O:31].[BH4-].[Na+]>CO.C1COCC1.O.O.O.O.O.O.[Ni](Cl)Cl>[NH2:27][C:24]1[CH:25]=[CH:26][C:21]([O:20][C:17]2[CH:16]=[CH:15][N:14]=[C:13]3[CH:12]=[C:11]([C:9]4[CH:8]=[CH:7][C:6](=[O:31])[N:5]([CH2:4][CH2:3][N:2]([CH3:1])[CH3:32])[CH:10]=4)[S:19][C:18]=23)=[C:22]([F:30])[CH:23]=1 |f:1.2,5.6.7.8.9.10.11|. Procedure details: To a solution of the nitro compound 421 (0.103 g, 0.227 mmol) in methanol (2 mL) and THF (2 ml) at 0° C. was added nickel chloride hexahydrate (0.162 g, 0.681 mmol) followed by sodium borohydride (28 mg, 0.749 mmol). After one hour of stirring at 0° C. another portion of nickel chloride hexahydrate (0.108 g, 0.458 mmol) and sodium borohydride (19 mg, 0.50 mmol) were added. The reaction mixture was then stirred at room temperature for 5 hours before it was concentrated and treated with 1N HCl(aq)...